From a dataset of the Open Reaction Database (ORD), a public repository of structured organic reaction records. describe an organic reaction: reactants, conditions, products, and yield Reactants: ClC=1C=C(C(=C(C(=O)OC)C1)C)OC1CCN(CC1)C (methyl 5-chloro-2-methyl-3-((1-methylpiperidin-4-yl)oxy)benzoate), [OH-].[Na+] (NaOH), C([O-])(O)=O.[Na+] (sodium bicarbonate), Cl.NCC1=C(NC(=CC1=O)C)C (3-(aminomethyl)-2,6-dimethylpyridin-4(1H)-one, hydrochloride), ON1N=NC2=C1N=CC=C2 (1-hydroxy-7-azabenzotriazole), C(CCl)Cl (EDC), CN1CCOCC1 (N-methylmorpholine). Solvent: CO (MeOH). Conditions: time 2 hour. Product: ClC=1C=C(C(=C(C(=O)NCC2=C(NC(=CC2=O)C)C)C1)C)OC1CCN(CC1)C (5-chloro -N-((2,6-dimethyl-4-oxo-1,4-dihydropyridin-3-yl)methyl)-2-methyl-3-((1-methylpiperidin -4-yl)oxy)benzamide). The yield is 29.8%. As a reaction SMILES: [Cl:1][C:2]1[CH:3]=[C:4]([O:13][CH:14]2[CH2:19][CH2:18][N:17]([CH3:20])[CH2:16][CH2:15]2)[C:5]([CH3:12])=[C:6]([CH:11]=1)[C:7]([O:9]C)=O.[OH-].[Na+].Cl.[NH2:24][CH2:25][C:26]1[C:31](=[O:32])[CH:30]=[C:29]([CH3:33])[NH:28][C:27]=1[CH3:34].ON1C2N=CC=CC=2N=N1.C(Cl)CCl.CN1CCOCC1.C(=O)(O)[O-].[Na+]>CO>[Cl:1][C:2]1[CH:3]=[C:4]([O:13][CH:14]2[CH2:19][CH2:18][N:17]([CH3:20])[CH2:16][CH2:15]2)[C:5]([CH3:12])=[C:6]([CH:11]=1)[C:7]([NH:24][CH2:25][C:26]1[C:31](=[O:32])[CH:30]=[C:29]([CH3:33])[NH:28][C:27]=1[CH3:34])=[O:9] |f:1.2,3.4,8.9|. Reported procedure: A solution of methyl 5-chloro-2-methyl-3-((1-methylpiperidin-4-yl)oxy)benzoate (120 mg, 0.403 mmol) in MeOH (2 mL) was treated with 6 N NaOH (2 mL). The reaction was stirred for 2 h at RT, at which time it was concentrated in vacuo. The residue was suspended in water, acidified with 6 N HCl, filtered and dried. The resultant product was dissolved in DMF (4.0 mL) and treated with 3-(aminomethyl)-2,6-dimethylpyridin-4(1H)-one, hydrochloride (76 mg, 0.403 mmol), 1-hydroxy-7-azabenzotriazole (HOAT) ...